Dataset: the Open Reaction Database (ORD), a public repository of structured organic reaction records. Task: describe an organic reaction: reactants, conditions, products, and yield Starting materials: CCCCC(=CC(N)=O)C(=O)O, CCCCN, CC(=O)[O-], CC(=O)OC(C)=O, [Na+], O=C1C=CC(=O)O1, O. The product is CCCCC1=CC(=O)NC1=O. As a reaction SMILES: [CH2:13]([CH2:14][CH2:15][CH3:16])[C:17]([C:18](=[O:19])[OH:20])=[CH:21][C:22](=[O:23])[NH2:24].[CH2:8]([NH2:9])[CH2:10][CH2:11][CH3:12].[CH3:26][C:27](=[O:28])[O-:29].[CH3:30][C:31]([O:32][C:33](=[O:34])[CH3:35])=[O:36].[Na+:25].[O:1]=[C:2]1[CH:3]=[CH:4][C:5](=[O:6])[O:7]1.[OH2:37]>>[CH2:13]([CH2:14][CH2:15][CH3:16])[C:17]1=[CH:21][C:22](=[O:23])[NH:24][C:18]1=[O:19]. Starting materials: C(C)OC(=O)C1=NN(C=2C(N(CCC21)C2=CC=C(C=C2)N2C(C=CC=C2)=O)=O)C2=CC=C(C=C2)OC (1-(4-methoxy-phenyl)-7-oxo-6-[4-(2-oxo-2H -pyridin-1-yl)-phenyl]-4,5,6,7-tetrahydro-1H-pyrazolo[3,4-c]pyridine-3-carboxylic acid ethyl ester), [Li+].[BH4-] (LiBH4). Solvent: C1CCOC1 (THF), C1CCOC1 (THF). Product: OCC1=NN(C=2C(N(CCC21)C2=CC=C(C=C2)N2C(C=CC=C2)=O)=O)C2=CC=C(C=C2)OC (3-Hydroxymethyl-1-(4-methoxy-phenyl)-6-[4-(2-oxo-2H-pyridin-1-yl)-phenyl]-1,4,5,6-tetrahydro-pyrazolo[3,4-c]pyridin-7-one). Reaction SMILES: C([O:3][C:4]([C:6]1[C:14]2[CH2:13][CH2:12][N:11]([C:15]3[CH:20]=[CH:19][C:18]([N:21]4[CH:26]=[CH:25][CH:24]=[CH:23][C:22]4=[O:27])=[CH:17][CH:16]=3)[C:10](=[O:28])[C:9]=2[N:8]([C:29]2[CH:34]=[CH:33][C:32]([O:35][CH3:36])=[CH:31][CH:30]=2)[N:7]=1)=O)C.[Li+].[BH4-]>C1COCC1>[OH:3][CH2:4][C:6]1[C:14]2[CH2:13][CH2:12][N:11]([C:15]3[CH:20]=[CH:19][C:18]([N:21]4[CH:26]=[CH:25][CH:24]=[CH:23][C:22]4=[O:27])=[CH:17][CH:16]=3)[C:10](=[O:28])[C:9]=2[N:8]([C:29]2[CH:30]=[CH:31][C:32]([O:35][CH3:36])=[CH:33][CH:34]=2)[N:7]=1 |f:1.2|. Procedure: To 1-(4-methoxy-phenyl)-7-oxo-6-[4-(2-oxo-2H -pyridin-1-yl)-phenyl]-4,5,6,7-tetrahydro-1H-pyrazolo[3,4-c]pyridine-3-carboxylic acid ethyl ester (0.2 g, 0.4 mmol) in THF (25 mL) was added 2M LiBH4 in THF (0.31 mL, 0.66 mmol) and the reaction was heated to reflux for 3 h. After extraction into EtOAc and washing with water and brine, the product crystallized out upon standing; High Resolution Mass Spec (M+H)+ for C25H23N4O4 443.1730. The reactants are O (Water), [Cl-].COC[P+](C1=CC=CC=C1)(C1=CC=CC=C1)C1=CC=CC=C1 (methoxymethyltriphenyl phosphonium chloride), CC(C)([O-])C.[K+] (potassium-t-butoxide), FC=1C=C(C=O)C=CC1F (3,4-difluorobenzaldehyde). Run in CCCCCCC (heptane), C1CCOC1 (THF). Run at temperature -30 celsius, time 1 hour. Yields the product COCCC1=CC(=C(C=C1)F)F (1-Methoxy-2-(3,4-difluorophenyl)ethane). The yield is 90.4%. As a reaction SMILES: [Cl-].[CH3:2][O:3][CH2:4][P+](C1C=CC=CC=1)(C1C=CC=CC=1)C1C=CC=CC=1.CC(C)([O-])C.[K+].[F:30][C:31]1[CH:32]=[C:33]([CH:36]=[CH:37][C:38]=1[F:39])[CH:34]=O.O>C1COCC1.CCCCCCC>[CH3:2][O:3][CH2:4][CH2:34][C:33]1[CH:36]=[CH:37][C:38]([F:39])=[C:31]([F:30])[CH:32]=1 |f:0.1,2.3|. Procedure details: Into a 2 liter three-necked flask equipped with a stirrer, a thermometer, a dropping funnel and a nitrogen gas tube, 133.7 g (390 mmol) of methoxymethyltriphenyl phosphonium chloride were charged in a nitrogen atmosphere and dried, and 450 ml of THF were added. The mixture was cooled to −30° C., 43.76 g (390 mmol) of potassium-t-butoxide were added and the mixture was stirred for 1 hr. To the mixture, a solution of 42.63 g (300 mmol) of 3,4-difluorobenzaldehyde in 150 ml of THF was added dropwis... Reactants: C1CCOC1, OCc1nccnc1Cl, O=C1NC(=O)c2ccccc21, CC(C)OC(=O)N=NC(=O)OC(C)C, c1ccc(P(c2ccccc2)c2ccccc2)cc1. Product: O=C1c2ccccc2C(=O)N1Cc1nccnc1Cl. As a reaction SMILES: [CH2:54]1[O:55][CH2:56][CH2:57][CH2:58]1.[Cl:1][c:2]1[c:3]([CH2:8][OH:9])[n:4][cH:5][cH:6][n:7]1.[O:10]=[C:11]1[NH:12][C:13](=[O:14])[c:15]2[cH:16][cH:17][cH:18][cH:19][c:20]21.[O:40]=[C:41]([O:42][CH:43]([CH3:44])[CH3:45])[N:46]=[N:47][C:48]([O:49][CH:50]([CH3:51])[CH3:52])=[O:53].[c:21]1([P:22]([c:23]2[cH:24][cH:25][cH:26][cH:27][cH:28]2)[c:29]2[cH:30][cH:31][cH:32][cH:33][cH:34]2)[cH:35][cH:36][cH:37][cH:38][cH:39]1>>[Cl:1][c:2]1[c:3]([CH2:8][N:12]2[C:11](=[O:10])[c:20]3[c:15]([cH:16][cH:17][cH:18][cH:19]3)[C:13]2=[O:14])[n:4][cH:5][cH:6][n:7]1. Reactants: S(=O)(Cl)Cl (Thionyl chloride), C(CCCCCCCCCCC)O (1-dodecanol), O[C@@H]1C[C@H](NC1)C(=O)O (trans-4-hydroxy-L-proline). Run at temperature 100 celsius, time 5 hour. Yields the product Cl.C(CCCCCCCCCCC)OC([C@H]1NC[C@@H](C1)O)=O (trans-4-Hydroxy-L-proline 1-dodecyl ester hydrochloride). As a reaction SMILES: S(Cl)([Cl:3])=O.[CH2:5]([OH:17])[CH2:6][CH2:7][CH2:8][CH2:9][CH2:10][CH2:11][CH2:12][CH2:13][CH2:14][CH2:15][CH3:16].[OH:18][C@H:19]1[CH2:23][NH:22][C@H:21]([C:24](O)=[O:25])[CH2:20]1>>[ClH:3].[CH2:5]([O:17][C:24](=[O:25])[C@@H:21]1[CH2:20][C@@H:19]([OH:18])[CH2:23][NH:22]1)[CH2:6][CH2:7][CH2:8][CH2:9][CH2:10][CH2:11][CH2:12][CH2:13][CH2:14][CH2:15][CH3:16] |f:3.4|. Procedure details: Thionyl chloride (15.5 g, 130 mmol) at 25 to 30° C. was added with stirring to 1-dodecanol (190 g, 1.02 mol). After adding trans-4-hydroxy-L-proline (15 g, 114.4 mol), the suspension was stirred for 5 hours at 100° C. The 1-dodecanol was distilled off under reduced pressure from the now clear reaction solution, and the cooled crystalline residue was dissolved in methanol and filtered. The solvent was distilled off under reduced pressure and distillation was interrupted when crystallization start... Reactants: COc1cc2c(Oc3ccc4[nH]c(C)cc4c3F)cnnc2cc1OCCCBr, CN(C)C=O, OC1CCNCC1. Yields the product COc1cc2c(Oc3ccc4[nH]c(C)cc4c3F)cnnc2cc1OCCCN1CCC(O)CC1. As a reaction SMILES: [Br:8][CH2:9][CH2:10][CH2:11][O:12][c:13]1[c:14]([O:35][CH3:36])[cH:15][c:16]2[c:17]([O:23][c:24]3[c:25]([F:34])[c:26]4[cH:27][c:28]([CH3:33])[nH:29][c:30]4[cH:31][cH:32]3)[cH:18][n:19][n:20][c:21]2[cH:22]1.[O:37]=[CH:38][N:39]([CH3:40])[CH3:41].[OH:1][CH:2]1[CH2:3][CH2:4][NH:5][CH2:6][CH2:7]1>>[OH:1][CH:2]1[CH2:3][CH2:4][N:5]([CH2:9][CH2:10][CH2:11][O:12][c:13]2[c:14]([O:35][CH3:36])[cH:15][c:16]3[c:17]([O:23][c:24]4[c:25]([F:34])[c:26]5[cH:27][c:28]([CH3:33])[nH:29][c:30]5[cH:31][cH:32]4)[cH:18][n:19][n:20][c:21]3[cH:22]2)[CH2:6][CH2:7]1. Starting materials: CS(=O)(=O)C1=CC(=NC=C1)C1=CC(=NN1C=1C=NC(=CC1)OC)C(=O)N1CCCCC1 (1-[5-(4-methanesulfonyl-2-pyridyl)-1-(6-methoxy-3-pyridyl)pyrazole-3-carbonyl]piperidine), [C-]#N.[K+] (potassium cyanide), [C-]#N.[K+] (potassium cyanide). Solvent: CN(C=O)C (N,N-dimethylformamide). Run at temperature 120 celsius, time 37 hour. Yields the product C(#N)C1=CC(=NC=C1)C1=CC(=NN1C=1C=NC(=CC1)OC)C(=O)N1CCCCC1 (1-[5-(4-Cyano-2-pyridyl)-1-(6-methoxy-3-pyridyl)pyrazole-3-carbonyl]piperidine). Isolated yield 83.5%. As a reaction SMILES: CS([C:5]1[CH:10]=[CH:9][N:8]=[C:7]([C:11]2[N:15]([C:16]3[CH:17]=[N:18][C:19]([O:22][CH3:23])=[CH:20][CH:21]=3)[N:14]=[C:13]([C:24]([N:26]3[CH2:31][CH2:30][CH2:29][CH2:28][CH2:27]3)=[O:25])[CH:12]=2)[CH:6]=1)(=O)=O.[C-:32]#[N:33].[K+]>CN(C)C=O>[C:32]([C:5]1[CH:10]=[CH:9][N:8]=[C:7]([C:11]2[N:15]([C:16]3[CH:17]=[N:18][C:19]([O:22][CH3:23])=[CH:20][CH:21]=3)[N:14]=[C:13]([C:24]([N:26]3[CH2:31][CH2:30][CH2:29][CH2:28][CH2:27]3)=[O:25])[CH:12]=2)[CH:6]=1)#[N:33] |f:1.2|. Procedure details: To a solution of 1-[5-(4-methanesulfonyl-2-pyridyl)-1-(6-methoxy-3-pyridyl)pyrazole-3-carbonyl]piperidine (0.60 g) obtained in Example 97 in N,N-dimethylformamide (12 mL), potassium cyanide (97.3 mg) was added at room temperature. The mixture was stirred at 120° C. for 37 hours, and then potassium cyanide (97.3 mg) was further added thereto. The mixture was further stirred at 120° C. for 4 hours, and then cooled in air. The reaction mixture was partitioned between saturated brine and ethyl aceta... Procedure: (5aS,6aS,7aS)-3,3-dimethylhexahydro-5H-cyclopropa[d][1,3]oxazolo[3,4-a]pyridin-5-one D25 (3.56 g) was dissolved in HCl (25 ml, 150 mmol) (6 M in water) into a 250 ml-round bottomed flask and the mixture was stirred at 40° C.: after 4 hours the reaction was complete. The solvent was evaporated at reduced pressure using a rotavapor (bath temperature: 40° C.). The oily residue was stripped with toluene and the residue dried under high vacuum for 3 hours, obtaining the title compound D26 as white so... Reactants: CC1(OC[C@H]2N1C([C@@H]1[C@H](C2)C1)=O)C ((5aS,6aS,7aS)-3,3-dimethylhexahydro-5H-cyclopropa[d][1,3]oxazolo[3,4-a]pyridin-5-one), Cl (HCl). Reaction SMILES: CC1(C)[N:6]2[C:7](=[O:12])[C@H:8]3[CH2:11][C@H:9]3[CH2:10][C@H:5]2[CH2:4][O:3]1.Cl>>[OH:3][CH2:4][C@@H:5]1[CH2:10][C@H:9]2[C@H:8]([CH2:11]2)[C:7](=[O:12])[NH:6]1. Conditions: temperature 40 celsius, time 4 hour. Product: OC[C@H]1NC([C@H]2C[C@H]2C1)=O ((1S,4S,6S)-4-(hydroxymethyl)-3-azabicyclo[4.1.0]heptan-2-one), solid.